From a dataset of the Open Reaction Database (ORD), a public repository of structured organic reaction records. describe an organic reaction: reactants, conditions, products, and yield Product: CC(C)(C)c1cc(-c2nc3n(c2C#N)CCS3)cc(C(C)(C)C)c1O. Reaction SMILES: [C:7]([CH3:8])([CH3:9])([CH3:10])[c:11]1[cH:12][c:13](-[c:22]2[n:23][c:24]3[n:28]([cH:29]2)[CH2:27][CH2:26][S:25]3)[cH:14][c:15]([C:18]([CH3:19])([CH3:20])[CH3:21])[c:16]1[OH:17].[CH2:38]([Cl:39])[CH2:40][Cl:41].[CH3:33][N:34]([CH3:35])[CH:36]=[O:37].[Cl:1][C:2]([C:3]([Cl:4])=[O:5])=[O:6].[ClH:30].[NH2:31][OH:32].[cH:42]1[cH:43][cH:44][n:45][cH:46][cH:47]1>>[C:7]([CH3:8])([CH3:9])([CH3:10])[c:11]1[cH:12][c:13](-[c:22]2[n:23][c:24]3[n:28]([c:29]2[C:33]#[N:34])[CH2:27][CH2:26][S:25]3)[cH:14][c:15]([C:18]([CH3:19])([CH3:20])[CH3:21])[c:16]1[OH:17]. Reactants: CC(C)(C)c1cc(-c2cn3c(n2)SCC3)cc(C(C)(C)C)c1O, ClCCCl, CN(C)C=O, O=C(Cl)C(=O)Cl, Cl, NO, c1ccncc1. Starting materials: C(C)(C)N(CC)C(C)C (diisopropylethylamine), FC(S(=O)(=O)OS(=O)(=O)C(F)(F)F)(F)F (Trifluoromethane sulfonic anhydride), OCC1CC(N(CC1)C1=CC=CC=C1)=O (4-Hydroxymethyl-1-phenyl-2-piperidinone), C(C1=CC=CC=C1)(C1=CC=CC=C1)(C1=CC=CC=C1)N1C=NC(=C1)CC1=CC=C(C=C1)C#N (1-Trityl-4-(4-cyanobenzyl)-imidazole), C(Cl)Cl (methylene chloride). Reaction conditions: temperature -78 celsius, time 1 hour. Yields the product Cl.C(#N)C1=CC=C(CC2=CN=CN2CC2CC(N(CC2)C2=CC=CC=C2)=O)C=C1 (4-[5-(4-Cyanobenzyl)imidazol-1-ylmethyl]-1-phenyl-2-piperidinone hydrochloride), hydrochloride salt. RXN SMILES: O[CH2:2][CH:3]1[CH2:8][CH2:7][N:6]([C:9]2[CH:14]=[CH:13][CH:12]=[CH:11][CH:10]=2)[C:5](=[O:15])[CH2:4]1.C([N:35]1[CH:39]=[C:38]([CH2:40][C:41]2[CH:46]=[CH:45][C:44]([C:47]#[N:48])=[CH:43][CH:42]=2)[N:37]=[CH:36]1)(C1C=CC=CC=1)(C1C=CC=CC=1)C1C=CC=CC=1.C(N(C(C)C)CC)(C)C.FC(F)(F)S(OS(C(F)(F)F)(=O)=O)(=O)=O.C(Cl)[Cl:74]>>[ClH:74].[C:47]([C:44]1[CH:43]=[CH:42][C:41]([CH2:40][C:38]2[N:37]([CH2:2][CH:3]3[CH2:8][CH2:7][N:6]([C:9]4[CH:14]=[CH:13][CH:12]=[CH:11][CH:10]=4)[C:5](=[O:15])[CH2:4]3)[CH:36]=[N:35][CH:39]=2)=[CH:46][CH:45]=1)#[N:48] |f:5.6|. Procedure details: The product from Step D (0.205 g, 1.00 mmol) and the product from Step E (0.425 g, 1.00 mmol) were dissolved in methylene chloride (2 mL) containing diisopropylethylamine (0.191 mL, 1.10 mmol) and cooled to -78° C. under argon. Trifluoromethane sulfonic anhydride was added (0.173 mL, 1.03 mmol) and the reaction stirred at -78° C. for 1 h, followed by warming to room temperature over 2 h. The solvent was evaporated, and the residue dissolved in methanol. After refluxing for 30 min, the methanol w... Starting materials: Cl (hydrochloric acid), C(C)OC1=NN(C=C1CCC(=O)OCC)CC1=CC=C(C=C1)OCC=1C=NC=C(C1)C1=CC=CC=C1 (ethyl 3-[3-ethoxy-1-[4-(5-phenyl-3-pyridylmethoxy)benzyl]-1H-pyrazol-4-yl]propionate), [OH-].[Na+] (sodium hydroxide), O1CCCC1 (tetrahydrofuran). Run in C(C)O (ethanol). Conditions: time 2 hour. Yields the product C(C)OC1=NN(C=C1CCC(=O)O)CC1=CC=C(C=C1)OCC=1C=NC=C(C1)C1=CC=CC=C1 (3-[3-ethoxy-1-[4-(5-phenyl-3-pyridylmethoxy)benzyl]-1H-pyrazol-4-yl]propionic acid). Yield: 84.9%. As a reaction SMILES: [CH2:1]([O:3][C:4]1[C:8]([CH2:9][CH2:10][C:11]([O:13]CC)=[O:12])=[CH:7][N:6]([CH2:16][C:17]2[CH:22]=[CH:21][C:20]([O:23][CH2:24][C:25]3[CH:26]=[N:27][CH:28]=[C:29]([C:31]4[CH:36]=[CH:35][CH:34]=[CH:33][CH:32]=4)[CH:30]=3)=[CH:19][CH:18]=2)[N:5]=1)[CH3:2].[OH-].[Na+].O1CCCC1.Cl>C(O)C>[CH2:1]([O:3][C:4]1[C:8]([CH2:9][CH2:10][C:11]([OH:13])=[O:12])=[CH:7][N:6]([CH2:16][C:17]2[CH:18]=[CH:19][C:20]([O:23][CH2:24][C:25]3[CH:26]=[N:27][CH:28]=[C:29]([C:31]4[CH:36]=[CH:35][CH:34]=[CH:33][CH:32]=4)[CH:30]=3)=[CH:21][CH:22]=2)[N:5]=1)[CH3:2] |f:1.2|. Procedure details: After a mixture of ethyl 3-[3-ethoxy-1-[4-(5-phenyl-3-pyridylmethoxy)benzyl]-1H-pyrazol-4-yl]propionate (700 mg), 1N aqueous sodium hydroxide solution (3 ml), tetrahydrofuran (5 ml), and ethanol (5 ml) was stirred at room temperature for 2 hours, 1 N hydrochloric acid (3 ml) was added to the mixture, and then the mixture was extracted with ethyl acetate. The ethyl acetate layer was washed with saturated aqueous sodium chloride solution, dried (MgSO4) and concentrated. The resulting colorless cry... The reactants are COc1ncccc1CCOc1cccc2[nH]c(C(=O)O)cc12, CC1CN(CCC2(O)CCC(N)CC2)CCC1O. Product: COc1ncccc1CCOc1cccc2[nH]c(C(=O)NC3CCC(O)(CCN4CCC(O)C(C)C4)CC3)cc12. RXN SMILES: [CH3:1][O:2][c:3]1[n:4][cH:5][cH:6][cH:7][c:8]1[CH2:9][CH2:10][O:11][c:12]1[c:13]2[cH:14][c:15]([C:21](=[O:22])[OH:23])[nH:16][c:17]2[cH:18][cH:19][cH:20]1.[NH2:24][CH:25]1[CH2:26][CH2:27][C:28]([OH:31])([CH2:32][CH2:33][N:34]2[CH2:35][CH:36]([CH3:41])[CH:37]([OH:40])[CH2:38][CH2:39]2)[CH2:29][CH2:30]1>>[CH3:1][O:2][c:3]1[n:4][cH:5][cH:6][cH:7][c:8]1[CH2:9][CH2:10][O:11][c:12]1[c:13]2[cH:14][c:15]([C:21](=[O:23])[NH:24][CH:25]3[CH2:26][CH2:27][C:28]([OH:31])([CH2:32][CH2:33][N:34]4[CH2:35][CH:36]([CH3:41])[CH:37]([OH:40])[CH2:38][CH2:39]4)[CH2:29][CH2:30]3)[nH:16][c:17]2[cH:18][cH:19][cH:20]1.